Dataset: the Open Reaction Database (ORD), a public repository of structured organic reaction records. Task: describe an organic reaction: reactants, conditions, products, and yield Starting materials: ClC1=C2C=C(N(C2=C(C=C1)NS(=O)(=O)C=1SC=CC1)COC)C(=O)OCC (ethyl 4-chloro-1-(methoxymethyl)-7-[(2-thienylsulfonyl)amino]-1H-indole-2-carboxylate), CI (methyl iodide), C([O-])([O-])=O.[K+].[K+] (potassium carbonate), CN(C=O)C (N,N-dimethylformamide). Run in O (Water). Run at time 8 hour. Product: ClC1=C2C=C(N(C2=C(C=C1)N(S(=O)(=O)C=1SC=CC1)C)COC)C(=O)OCC (ethyl 4-chloro-1-(methoxymethyl)-7-[methyl(2-thienylsulfonyl)amino]-1H-indole-2-carboxylate). Yield: 93.4%. Reaction SMILES: [Cl:1][C:2]1[CH:10]=[CH:9][C:8]([NH:11][S:12]([C:15]2[S:16][CH:17]=[CH:18][CH:19]=2)(=[O:14])=[O:13])=[C:7]2[C:3]=1[CH:4]=[C:5]([C:23]([O:25][CH2:26][CH3:27])=[O:24])[N:6]2[CH2:20][O:21][CH3:22].CI.[C:30](=O)([O-])[O-].[K+].[K+].CN(C)C=O>O>[Cl:1][C:2]1[CH:10]=[CH:9][C:8]([N:11]([CH3:30])[S:12]([C:15]2[S:16][CH:17]=[CH:18][CH:19]=2)(=[O:14])=[O:13])=[C:7]2[C:3]=1[CH:4]=[C:5]([C:23]([O:25][CH2:26][CH3:27])=[O:24])[N:6]2[CH2:20][O:21][CH3:22] |f:2.3.4|. Procedure: A mixture of ethyl 4-chloro-1-(methoxymethyl)-7-[(2-thienylsulfonyl)amino]-1H-indole-2-carboxylate (1.14 g), methyl iodide (0.33 ml), potassium carbonate (0.37 g) and N,N-dimethylformamide (10 ml) was stirred overnight at room temperature. Water was added to the reaction mixture, and the resulting crystals were collected by filtration, washed with water, and dried to give the title compound (1.10 g, yield 93%) as colorless crystals. melting point 137-138° C. The reactants are CO, CCCS(=O)(=O)Nc1ccc(C(=O)c2nc(-c3cccc(C(=O)OC)c3)c3ccccn23)cc1OC, [Na+], [OH-]. Yields the product CCCS(=O)(=O)Nc1ccc(C(=O)c2nc(-c3cccc(C(=O)O)c3)c3ccccn23)cc1OC. Reaction SMILES: [CH3:39][OH:40].[CH3:3][O:4][c:5]1[cH:6][c:7]([C:8](=[O:9])[c:10]2[n:11][c:12](-[c:19]3[cH:20][c:21]([C:22](=[O:23])[O:24][CH3:25])[cH:26][cH:27][cH:28]3)[c:13]3[n:14]2[cH:15][cH:16][cH:17][cH:18]3)[cH:29][cH:30][c:31]1[NH:32][S:33](=[O:34])(=[O:35])[CH2:36][CH2:37][CH3:38].[Na+:2].[OH-:1]>>[CH3:3][O:4][c:5]1[cH:6][c:7]([C:8](=[O:9])[c:10]2[n:11][c:12](-[c:19]3[cH:20][c:21]([C:22](=[O:23])[OH:24])[cH:26][cH:27][cH:28]3)[c:13]3[n:14]2[cH:15][cH:16][cH:17][cH:18]3)[cH:29][cH:30][c:31]1[NH:32][S:33](=[O:34])(=[O:35])[CH2:36][CH2:37][CH3:38]. The reactants are OC1=C(CN[C@@H](C)C(=O)O)C=CC=C1 (N-(2-hydroxybenzyl)-L-alanine), C(CCCCCCCCCCC)O (1-dodecanol), Cl (hydrogen chloride). The solvent is C1(=CC=CC=C1)C (toluene). Conditions: time 8 hour. The product is C(CCCCCCCCCCC)OC([C@@H](NCC1=C(C=CC=C1)O)C)=O (N-(2-hydroxybenzyl)-L-alanine lauryl ester). The yield is 93.4%. Reaction SMILES: [OH:1][C:2]1[CH:14]=[CH:13][CH:12]=[CH:11][C:3]=1[CH2:4][NH:5][C@H:6]([C:8]([OH:10])=[O:9])[CH3:7].[CH2:15](O)[CH2:16][CH2:17][CH2:18][CH2:19][CH2:20][CH2:21][CH2:22][CH2:23][CH2:24][CH2:25][CH3:26].Cl>C1(C)C=CC=CC=1>[CH2:26]([O:9][C:8](=[O:10])[C@H:6]([CH3:7])[NH:5][CH2:4][C:3]1[CH:11]=[CH:12][CH:13]=[CH:14][C:2]=1[OH:1])[CH2:25][CH2:24][CH2:23][CH2:22][CH2:21][CH2:20][CH2:19][CH2:18][CH2:17][CH2:16][CH3:15]. Reported procedure: L-alanine (2.9 g) was dissolved in 20 ml of a 2-N sodium hydroxide aqueous solution, and 3.5 ml of salicylaldehyde and 0.4 g of sodium borohydride were then added thereto in this order. After the mixture was stirred for 1 hour, 3.5 ml of salicylaldehyde and 0.4 g of sodium borohydride were added thereto again. The mixture was stirred at room temperature for 1 hour, and the insoluble matter was then separated through filtration. The filtrate was extracted with diethyl ether. The pH was adjusted t... Reactants: OCC1CN(CCC1C)C(=O)OC(C)(C)C (tert-butyl 3-(hydroxymethyl)-4-methylpiperidine-1-carboxylate), CC(=O)OI1(C=2C=CC=CC2C(=O)O1)(OC(=O)C)OC(=O)C (Dess-Martin periodinane). Run in C(Cl)Cl (DCM). Conditions: time 16 hour. Yields the product C(=O)C1CN(CCC1C)C(=O)OC(C)(C)C (tert-butyl 3-formyl-4-methylpiperidine-1-carboxylate). The yield is 58.5%. RXN SMILES: [OH:1][CH2:2][CH:3]1[CH:8]([CH3:9])[CH2:7][CH2:6][N:5]([C:10]([O:12][C:13]([CH3:16])([CH3:15])[CH3:14])=[O:11])[CH2:4]1.CC(OI1(OC(C)=O)(OC(C)=O)OC(=O)C2C=CC=CC1=2)=O>C(Cl)Cl>[CH:2]([CH:3]1[CH:8]([CH3:9])[CH2:7][CH2:6][N:5]([C:10]([O:12][C:13]([CH3:14])([CH3:16])[CH3:15])=[O:11])[CH2:4]1)=[O:1]. Reported procedure: To a solution of tert-butyl 3-(hydroxymethyl)-4-methylpiperidine-1-carboxylate (2.58 g, 11.2 mmol, Preparation #S.1) in DCM (50 mL) was added Dess-Martin periodinane (5.73 g, 13.5 mmol). The reaction was stirred at ambient temperature for about 16 h before it was partitioned between EtOAc (150 mL) and saturated aqueous NaHCO3 (150 mL). The organic layer was filtered through Celite® then washed with saturated aqueous Na2CO3 (2×150 mL). The organic layer was separated and dried over anhydrous Na2S... Starting materials: N1N=CC2=CC=C(C=C12)NC1=C(C(=O)OC)C(=CC(=N1)N[C@H]1[C@H](CCCC1)N)C#N (methyl 2-(1H-indazol-6-ylamino)-6-((1R,2S)-2-aminocyclohexylamino)-4-cyanonicotinate). Reagents/catalysts: [Pd] (palladium on carbon). The solvent is CO (MeOH). Conditions: time 8 hour. Yields the product N1N=CC2=CC=C(C=C12)NC1=NC(=CC2=C1C(NC2)=O)N[C@H]2[C@H](CCCC2)N (4-(1H-Indazol-6-ylamino)-6-((1R,2S)-2-aminocyclohexylamino)-1H-pyrrolo[3,4-c]pyridin-3(2H)-one). Isolated yield 0.0%. Reaction SMILES: [NH:1]1[C:9]2[C:4](=[CH:5][CH:6]=[C:7]([NH:10][C:11]3[N:20]=[C:19]([NH:21][C@@H:22]4[CH2:27][CH2:26][CH2:25][CH2:24][C@@H:23]4[NH2:28])[CH:18]=[C:17]([C:29]#[N:30])[C:12]=3[C:13](OC)=[O:14])[CH:8]=2)[CH:3]=[N:2]1>CO.[Pd]>[NH:1]1[C:9]2[C:4](=[CH:5][CH:6]=[C:7]([NH:10][C:11]3[C:12]4[C:13](=[O:14])[NH:30][CH2:29][C:17]=4[CH:18]=[C:19]([NH:21][C@@H:22]4[CH2:27][CH2:26][CH2:25][CH2:24][C@@H:23]4[NH2:28])[N:20]=3)[CH:8]=2)[CH:3]=[N:2]1. Reported procedure: To a solution of methyl 2-(1H-indazol-6-ylamino)-6-((1R,2S)-2-aminocyclohexylamino)-4-cyanonicotinate (88 mg, 218 mmol) in MeOH (2 mL) was added palladium on carbon, and the resulting mixture was stirred at room temperature overnight under H2 atmosphere. The mixture was subsequently filtered to remove the catalyst and the filtrate was evaporated. The residue was diluted with saturated aq NaHCO3 and MeOH, and the mixture was stirred at RT for 30 min. The resulting suspension was filtered and the ...